This data is from the Open Reaction Database (ORD), a public repository of structured organic reaction records. The task is: describe an organic reaction: reactants, conditions, products, and yield The reactants are CCOC(=O)C (EtOAc), C(C)(=O)OC(C)=O (Acetic anhydride), C(C)(=O)O[C@H]1[C@H](SC2=CC=CC=C2)O[C@@H]([C@@H]([C@@H]1N=[N+]=[N-])O)CO (Phenyl 2-O-acetyl-3-azido-3-deoxy-1-thio-β-D-galactopyranoside), CCCCCCC (heptane). The solvent is N1=CC=CC=C1 (pyridine). The product is C(C)(=O)O[C@H]1[C@H](SC2=CC=CC=C2)O[C@@H]([C@@H]([C@@H]1N=[N+]=[N-])OC(C)=O)COC(C)=O (Phenyl 2,4,6-tri-O-acetyl-3-azido-3-deoxy-1-thio-β-D-galactopyranoside). Reaction SMILES: [C:1](OC(=O)C)(=[O:3])[CH3:2].[C:8]([O:11][C@@H:12]1[C@@H:24]([N:25]=[N+:26]=[N-:27])[C@@H:23]([OH:28])[C@@H:22]([CH2:29][OH:30])[O:21][C@H:13]1[S:14][C:15]1[CH:20]=[CH:19][CH:18]=[CH:17][CH:16]=1)(=[O:10])[CH3:9].CCCCCCC.[CH3:38][CH2:39][O:40]C(C)=O>N1C=CC=CC=1>[C:8]([O:11][C@@H:12]1[C@@H:24]([N:25]=[N+:26]=[N-:27])[C@@H:23]([O:28][C:1](=[O:3])[CH3:2])[C@@H:22]([CH2:29][O:30][C:39](=[O:40])[CH3:38])[O:21][C@H:13]1[S:14][C:15]1[CH:16]=[CH:17][CH:18]=[CH:19][CH:20]=1)(=[O:10])[CH3:9]. Reported procedure: Acetic anhydride (30 mL) was added to a solution of compound 6 (373 mg, 1.1 mmol) in dry pyridine (30 mL). The reaction was monitored by TLC (heptane:EtOAc, 1:1) and when it was complete, it was concentrated under reduced pressure. 1H NMR in CDCl3 δ 7.54-7.51 (m, 2H, Ar), 7.35-7.30 (m, 3H, Ar), 5.46 (dd, 1H, H-4), 5.23 (t, 1H, H-2), 4.73 (d, 1H, H-1), 4.15 (d, 2H, H-6, H-6), 3.94 (dt, 1H, H-5), 3.68 (dd, 1H, H-3), 2.18 (s, 3H, OAc), 2.15 (s, 3H, OAc), 2.06 (s, 3H, OAc). The reactants are O=C([O-])[O-], CC(C)c1noc(C2CCC(n3ncc4c(Cl)ncnc43)CC2)n1, CS(=O)(=O)c1ccc(O)c(F)c1, [K+], [K+], [Na+], [Na+], O=C([O-])[O-], CN(C)C=O. Yields the product CC(C)c1noc(C2CCC(n3ncc4c(Oc5ccc(S(C)(=O)=O)cc5F)ncnc43)CC2)n1. Reaction SMILES: [C:37](=[O:38])([O-:39])[O-:40].[Cl:13][c:14]1[c:15]2[c:16]([n:17][cH:18][n:19]1)[n:20]([CH:23]1[CH2:24][CH2:25][CH:26]([c:29]3[n:30][c:31]([CH:34]([CH3:35])[CH3:36])[n:32][o:33]3)[CH2:27][CH2:28]1)[n:21][cH:22]2.[F:1][c:2]1[c:3]([OH:12])[cH:4][cH:5][c:6]([S:8](=[O:9])(=[O:10])[CH3:11])[cH:7]1.[K+:41].[K+:42].[Na+:43].[Na+:44].[O-:45][C:46](=[O:47])[O-:48].[O:49]=[CH:50][N:51]([CH3:52])[CH3:53]>>[F:1][c:2]1[c:3]([O:12][c:14]2[c:15]3[c:16]([n:17][cH:18][n:19]2)[n:20]([CH:23]2[CH2:24][CH2:25][CH:26]([c:29]4[n:30][c:31]([CH:34]([CH3:35])[CH3:36])[n:32][o:33]4)[CH2:27][CH2:28]2)[n:21][cH:22]3)[cH:4][cH:5][c:6]([S:8](=[O:9])(=[O:10])[CH3:11])[cH:7]1. Starting materials: CC(C)(C)c1ccc(O)c(C(C)(C)C)c1, N#Cc1ccc(C=O)cc1, C1CCNCC1, Cc1ccccc1. The product is CC(C)(C)c1cc(C(c2ccc(C#N)cc2)N2CCCCC2)c(O)c(C(C)(C)C)c1. RXN SMILES: [C:17]([CH3:18])([CH3:19])([CH3:20])[c:21]1[c:22]([OH:31])[cH:23][cH:24][c:25]([C:27]([CH3:28])([CH3:29])[CH3:30])[cH:26]1.[C:7](#[N:8])[c:9]1[cH:10][cH:11][c:12]([CH:13]=[O:14])[cH:15][cH:16]1.[CH2:1]1[CH2:2][CH2:3][NH:4][CH2:5][CH2:6]1.[CH3:32][c:33]1[cH:34][cH:35][cH:36][cH:37][cH:38]1>>[CH2:1]1[CH2:2][CH2:3][N:4]([CH:13]([c:12]2[cH:11][cH:10][c:9]([C:7]#[N:8])[cH:16][cH:15]2)[c:23]2[c:22]([OH:31])[c:21]([C:17]([CH3:18])([CH3:19])[CH3:20])[cH:26][c:25]([C:27]([CH3:28])([CH3:29])[CH3:30])[cH:24]2)[CH2:5][CH2:6]1. Reactants: C(C=C)C1=CC=C(C=N1)C#N (6-(Prop-2-en-1-yl)pyridine-3-carbonitrile), CO (MeOH). Run in C(Cl)Cl (DCM). Conditions: temperature -70 celsius, time 2 hour. The product is O=CCC1=CC=C(C=N1)C#N (6-(2-Oxoethyl)pyridine-3-carbonitrile). As a reaction SMILES: [CH2:1]([C:4]1[N:9]=[CH:8][C:7]([C:10]#[N:11])=[CH:6][CH:5]=1)[CH:2]=C.C[OH:13]>C(Cl)Cl>[O:13]=[CH:2][CH2:1][C:4]1[N:9]=[CH:8][C:7]([C:10]#[N:11])=[CH:6][CH:5]=1. Procedure: A mixture of 6-(Prop-2-en-1-yl)pyridine-3-carbonitrile (4.8 g, 33 mmol) in 80 mL of DCM and 20 mL of MeOH was cooled to −70° C. Ozone was bubbled through the mixture until the mixture turned blue (about 20 minutes). The excess of ozone was removed by flush with N2 flow until the mixture turned colorless. 5 mL of Me2S was added to the mixture which was then warmed slowly to room temperature and stirred for 2 hours. The solvent was removed under vacuum below 30° C. to afford the title compound whi... The reactants are C(C)OC(=O)C1(CC1)C1=CC=C(C=C1)C1=CC=C(C=C1)C1=C(C(=NO1)C)N (1-[4′-(4-amino-3-methyl-isoxazol-5-yl)-biphenyl-4-yl]-cyclopropanecarboxylic acid ethyl ester), BrC1=NC(=CC=C1)Br (2,6-dibromo-pyridine). Yields the product C(C)OC(=O)C1(CC1)C1=CC=C(C=C1)C1=CC=C(C=C1)C1=C(C(=NO1)C)NC1=NC(=CC=C1)Br (1-{4′-[4-(6-Bromo-pyridin-2-ylamino)-3-methyl-isoxazol-5-yl]-biphenyl-4-yl}-cyclopropanecarboxylic acid ethyl ester). Reaction SMILES: [CH2:1]([O:3][C:4]([C:6]1([C:9]2[CH:14]=[CH:13][C:12]([C:15]3[CH:20]=[CH:19][C:18]([C:21]4[O:25][N:24]=[C:23]([CH3:26])[C:22]=4[NH2:27])=[CH:17][CH:16]=3)=[CH:11][CH:10]=2)[CH2:8][CH2:7]1)=[O:5])[CH3:2].[Br:28][C:29]1[CH:34]=[CH:33][CH:32]=[C:31](Br)[N:30]=1>>[CH2:1]([O:3][C:4]([C:6]1([C:9]2[CH:10]=[CH:11][C:12]([C:15]3[CH:20]=[CH:19][C:18]([C:21]4[O:25][N:24]=[C:23]([CH3:26])[C:22]=4[NH:27][C:31]4[CH:32]=[CH:33][CH:34]=[C:29]([Br:28])[N:30]=4)=[CH:17][CH:16]=3)=[CH:13][CH:14]=2)[CH2:8][CH2:7]1)=[O:5])[CH3:2]. Procedure details: Prepared according to the procedure described in Example 68, Step 2, using 1-[4′-(4-amino-3-methyl-isoxazol-5-yl)-biphenyl-4-yl]-cyclopropanecarboxylic acid ethyl ester and 2,6-dibromo-pyridine. Starting materials: CCOC(=O)C(C(=O)c1ccc(C#N)cc1C)c1ccc(OC)cc1, CS(C)=O. The product is COc1ccc(CC(=O)c2ccc(C#N)cc2C)cc1. Reaction SMILES: [C:1](#[N:2])[c:3]1[cH:4][c:5]([CH3:25])[c:6]([C:9]([CH:10]([C:11]([O:12][CH2:13][CH3:14])=[O:15])[c:16]2[cH:17][cH:18][c:19]([O:22][CH3:23])[cH:20][cH:21]2)=[O:24])[cH:7][cH:8]1.[CH3:26][S:27](=[O:28])[CH3:29]>>[C:1](#[N:2])[c:3]1[cH:4][c:5]([CH3:25])[c:6]([C:9]([CH2:10][c:16]2[cH:17][cH:18][c:19]([O:22][CH3:23])[cH:20][cH:21]2)=[O:24])[cH:7][cH:8]1.